The task is: describe an organic reaction: reactants, conditions, products, and yield. This data is from the Open Reaction Database (ORD), a public repository of structured organic reaction records. Starting materials: OC(=S)c1ccccc1, O=C([O-])O, CC(C)(C)[O-], Cc1nnsc1COS(C)(=O)=O, CCOC(C)=O, [K+], [Na+], CN(C)C=O. The product is Cc1nnsc1CSC(=O)c1ccccc1. Reaction SMILES: [C:1]([c:2]1[cH:3][cH:4][cH:5][cH:6][cH:7]1)(=[S:8])[OH:9].[C:28](=[O:29])([O-:30])[OH:31].[CH3:10][C:11]([CH3:12])([O-:13])[CH3:14].[CH3:16][S:17]([O:18][CH2:21][c:22]1[c:23]([CH3:27])[n:24][n:25][s:26]1)(=[O:19])=[O:20].[CH3:38][CH2:39][O:40][C:41](=[O:42])[CH3:43].[K+:15].[Na+:32].[O:33]=[CH:34][N:35]([CH3:36])[CH3:37]>>[C:1]([c:2]1[cH:3][cH:4][cH:5][cH:6][cH:7]1)([S:8][CH2:21][c:22]1[c:23]([CH3:27])[n:24][n:25][s:26]1)=[O:9].